Dataset: the Open Reaction Database (ORD), a public repository of structured organic reaction records. Task: describe an organic reaction: reactants, conditions, products, and yield Reactants: B(F)(F)F.CCOCC (boron trifluoride etherate), ClC=1C(=NOC1N(S(=O)(=O)C1=C(SC2=NC=CC=C21)C(C2=C(C=C1C(=C2)OCO1)C)O)COCCOC)C (N-(4-chloro-3-methyl-5-isoxazolyl)-N-(methoxyethoxymethyl)-2-[α-hydroxy-2-methyl-4,5-(methylenedioxy)benzyl]thieno[2,3-b]pyridine-3-sulfonamide), C(C)[SiH](CC)CC (triethylsilane). The solvent is C(Cl)Cl (CH2Cl2). The product is EtOAc hexanes, ClC=1C(=NOC1N(S(=O)(=O)C1=C(SC2=NC=CC=C21)CC2=C(C=C1C(=C2)OCO1)C)COCCOC)C (N-(4-chloro-3-methyl-5-isoxazolyl)-N-(methoxyethoxymethyl)-2-[2-methyl-4,5-(methylenedioxy)benzyl]thieno[2,3-b]pyridine-3-sulfonamide). The yield is 82.0%. As a reaction SMILES: [Cl:1][C:2]1[C:3]([CH3:38])=[N:4][O:5][C:6]=1[N:7]([CH2:32][O:33][CH2:34][CH2:35][O:36][CH3:37])[S:8]([C:11]1[C:19]2[C:14](=[N:15][CH:16]=[CH:17][CH:18]=2)[S:13][C:12]=1[CH:20](O)[C:21]1[CH:26]=[C:25]2[O:27][CH2:28][O:29][C:24]2=[CH:23][C:22]=1[CH3:30])(=[O:10])=[O:9].C([SiH](CC)CC)C.B(F)(F)F.CCOCC>C(Cl)Cl>[Cl:1][C:2]1[C:3]([CH3:38])=[N:4][O:5][C:6]=1[N:7]([CH2:32][O:33][CH2:34][CH2:35][O:36][CH3:37])[S:8]([C:11]1[C:19]2[C:14](=[N:15][CH:16]=[CH:17][CH:18]=2)[S:13][C:12]=1[CH2:20][C:21]1[CH:26]=[C:25]2[O:27][CH2:28][O:29][C:24]2=[CH:23][C:22]=1[CH3:30])(=[O:9])=[O:10] |f:2.3|. Reported procedure: The title compound was prepared by the method of Example 5(A), using N-(4-chloro-3-methyl-5-isoxazolyl)-N-(methoxyethoxymethyl)-2-[α-hydroxy-2-methyl-4,5-(methylenedioxy)benzyl]thieno[2,3-b]pyridine-3-sulfonamide (0.16 g, 0.28 mmoles), CH2Cl2 (3 ml), triethylsilane (0.45 ml, 2.8 mmoles) and boron trifluoride etherate (0.17 ml, 1.4 mmoles). Flash chromatography (40% EtOAc/hexanes) provided 0.13 g (82%) of the title compound. The reactants are [Br-], Cc1cccc(C2=CCSc3ccc(Br)cc32)c1, O=C1CSc2cc(Br)ccc2O1, Cc1cccc(C2(O)CCSc3ccc(Br)cc32)c1, [C-]#N, CCOCC, Cc1cccc([Mg+])c1, Cc1ccccc1, CN(C)C=O, N. Product: Cc1cccc(C2=CCSc3ccc(C#N)cc32)c1. RXN SMILES: [Br-:19].[Br:1][c:2]1[cH:3][cH:4][c:5]2[c:6]([cH:18]1)[C:7]([c:11]1[cH:12][c:13]([CH3:17])[cH:14][cH:15][cH:16]1)=[CH:8][CH2:9][S:10]2.[Br:28][c:29]1[cH:30][c:31]2[c:32]([cH:33][cH:34]1)[O:35][C:36](=[O:37])[CH2:38][S:39]2.[Br:40][c:41]1[cH:42][cH:43][c:44]2[c:57]([cH:58]1)[C:48]([OH:49])([c:50]1[cH:51][cH:52][cH:53][c:54]([CH3:55])[cH:56]1)[CH2:47][CH2:46][S:45]2.[C-:59]#[N:60].[CH2:74]([O:75][CH2:76][CH3:77])[CH3:78].[CH3:20][c:21]1[cH:22][c:23]([Mg+:24])[cH:25][cH:26][cH:27]1.[CH3:62][c:63]1[cH:64][cH:65][cH:66][cH:67][cH:68]1.[CH3:69][N:70]([CH3:71])[CH:72]=[O:73].[NH3:61]>>[c:2]1([C:59]#[N:60])[cH:3][cH:4][c:5]2[c:6]([cH:18]1)[C:7]([c:11]1[cH:12][c:13]([CH3:17])[cH:14][cH:15][cH:16]1)=[CH:8][CH2:9][S:10]2.